From a dataset of the Open Reaction Database (ORD), a public repository of structured organic reaction records. describe an organic reaction: reactants, conditions, products, and yield Reactants: CN1CCCCC1 (N-methylpiperidine), C(#N)C1=CC=C(OCC(C)N)C=C1 (2-(4-cyanophenoxy)-1-methylethylamine), ClCCOC(=O)N[C@@H](C(C)C)C(=O)O (N-(2-chloroethoxycarbonyl)-L-valine), ClC(=O)OCC(C)C (isobutyl chloroformate). The solvent is C(Cl)Cl (methylene chloride), O (Water). Reaction conditions: temperature -20 celsius, time 1 hour. Yields the product C(#N)C1=CC=C(OCC(C)NC([C@@H](NC(=O)OC2=CC=CC=C2)C(C)C)=O)C=C1 (N1 -[2-(4-cyanophenoxy)-1-methylethyl]-N2 -phenoxycarbonyl-L-valinamide). Yield: 51.4%. Reaction SMILES: CN1C[CH2:6][CH2:5][CH2:4][CH2:3]1.Cl[CH2:9][CH2:10][O:11][C:12]([NH:14][C@H:15]([C:19]([OH:21])=O)[CH:16]([CH3:18])[CH3:17])=[O:13].ClC(OCC(C)C)=O.[C:30]([C:32]1[CH:42]=[CH:41][C:35]([O:36][CH2:37][CH:38]([NH2:40])[CH3:39])=[CH:34][CH:33]=1)#[N:31]>C(Cl)Cl.O>[C:30]([C:32]1[CH:42]=[CH:41][C:35]([O:36][CH2:37][CH:38]([NH:40][C:19](=[O:21])[C@H:15]([CH:16]([CH3:17])[CH3:18])[NH:14][C:12]([O:11][C:10]2[CH:9]=[CH:6][CH:5]=[CH:4][CH:3]=2)=[O:13])[CH3:39])=[CH:34][CH:33]=1)#[N:31]. Reported procedure: 0.5 g of N-methylpiperidine was added to a solution containing 1.1 g of N-(2-chloroethoxycarbonyl)-L-valine dissolved in 40 ml of methylene chloride, at -20° C. After the mixture was stirred for 15 minutes at the same temperature, 0.7 g of isobutyl chloroformate was added to the mixture at -40° C., and subsequently the whole mixture was stirred for 1 hour at -20° C. 0.9 g of 2-(4-cyanophenoxy)-1-methylethylamine was added to this mixture at -60° C., and then the reaction mixture was allowed to s...